Dataset: the Open Reaction Database (ORD), a public repository of structured organic reaction records. Task: describe an organic reaction: reactants, conditions, products, and yield The reactants are [OH-].[Li+] (lithium hydroxide), solution, COC(=O)[C@@H]1NC2=CC(=CC(=C2[C@H](C1)NC(=O)C1=CC(=CC=C1)CNC(=O)OC(C)(C)C)Cl)Cl (trans-2-methoxycarbonyl-5,7-dichloro-4-(3-tert-butyloxycarbonylaminomethylphenyl)carbonylamino-1,2,3,4-tetrahydroquinoline). Run in O1CCCC1 (tetrahydrofuran), O (water). Conditions: time 3 hour. Yields the product C(=O)(O)[C@@H]1NC2=CC(=CC(=C2[C@H](C1)NC(=O)C1=CC(=CC=C1)CNC(=O)OC(C)(C)C)Cl)Cl (Trans-2-carboxy-5,7-dichloro-4-(3-tert-butyloxycarbonylaminomethylphenyl)carbonylamino-1,2,3,4-tetrahydroquinoline). RXN SMILES: C[O:2][C:3]([C@H:5]1[CH2:14][C@H:13]([NH:15][C:16]([C:18]2[CH:23]=[CH:22][CH:21]=[C:20]([CH2:24][NH:25][C:26]([O:28][C:29]([CH3:32])([CH3:31])[CH3:30])=[O:27])[CH:19]=2)=[O:17])[C:12]2[C:7](=[CH:8][C:9]([Cl:34])=[CH:10][C:11]=2[Cl:33])[NH:6]1)=[O:4].[OH-].[Li+]>O1CCCC1.O>[C:3]([C@H:5]1[CH2:14][C@H:13]([NH:15][C:16]([C:18]2[CH:23]=[CH:22][CH:21]=[C:20]([CH2:24][NH:25][C:26]([O:28][C:29]([CH3:30])([CH3:32])[CH3:31])=[O:27])[CH:19]=2)=[O:17])[C:12]2[C:7](=[CH:8][C:9]([Cl:34])=[CH:10][C:11]=2[Cl:33])[NH:6]1)([OH:4])=[O:2] |f:1.2|. Reported procedure: To a solution of trans-2-methoxycarbonyl-5,7-dichloro-4-(3-tert-butyloxycarbonylaminomethylphenyl)carbonylamino-1,2,3,4-tetrahydroquinoline (step b) (430 mg, 0.846 mmol) in a mixture of tetrahydrofuran (20 ml) and water (10 ml) was added aqueous lithium hydroxide (1.95 ml of a 0.5M solution, 0.973 mmol), and the resulting mixture was stirred at room temperature for 3 h. The organic solvent was removed in vacuo and the aqueous residue was diluted to 50 ml before acidifying to pH 1 with 1N HCl. Th... Reactants: [Cl-], N, [NH4+], N#C[Na], O, CC(c1ccccc1)N1CCC(=O)CC1. The product is CC(c1ccccc1)N1CCC(N)(C#N)CC1. Reaction SMILES: [Cl-:16].[NH3:18].[NH4+:17].[Na:19][C:20]#[N:21].[OH2:22].[c:1]1([CH:7]([CH3:8])[N:9]2[CH2:10][CH2:11][C:12](=[O:15])[CH2:13][CH2:14]2)[cH:2][cH:3][cH:4][cH:5][cH:6]1>>[c:1]1([CH:7]([CH3:8])[N:9]2[CH2:10][CH2:11][C:12]([NH2:17])([C:20]#[N:21])[CH2:13][CH2:14]2)[cH:2][cH:3][cH:4][cH:5][cH:6]1.